The task is: describe an organic reaction: reactants, conditions, products, and yield. This data is from the Open Reaction Database (ORD), a public repository of structured organic reaction records. The reactants are [N+](=O)(O)[O-] (nitric acid), O(C1=CC=CC=C1)C(=O)C1=C(C2=CC=CC=C2C=C1)O (2-phenoxycarbonyl-1-naphthol), [N+](=O)(O)[O-] (nitric acid). Solvent: C(Cl)(Cl)Cl (chloroform). Conditions: time 30 minute. Yields the product [N+](=O)([O-])C1=CC(=C(C2=CC=CC=C12)O)C(=O)OC1=CC=CC=C1 (4-nitro-2-phenoxycarbonyl-1-naphthol). The yield is 62.0%. RXN SMILES: [N+:1]([O-:4])(O)=[O:2].[O:5]([C:12]([C:14]1[CH:23]=[CH:22][C:21]2[C:16](=[CH:17][CH:18]=[CH:19][CH:20]=2)[C:15]=1[OH:24])=[O:13])[C:6]1[CH:11]=[CH:10][CH:9]=[CH:8][CH:7]=1>C(Cl)(Cl)Cl>[N+:1]([C:22]1[C:21]2[C:16](=[CH:17][CH:18]=[CH:19][CH:20]=2)[C:15]([OH:24])=[C:14]([C:12]([O:5][C:6]2[CH:11]=[CH:10][CH:9]=[CH:8][CH:7]=2)=[O:13])[CH:23]=1)([O-:4])=[O:2]. Procedure details: 12 ml of fuming nitric acid (d=1.5) was added dropwise to a solution of 53 g of 2-phenoxycarbonyl-1-naphthol dissolved in 200 ml of chloroform was added dropwise 12 cc of fuming nitric acid (d=1.5) at 10° C. to 30° C. After 30 minutes, the precipitated crystals were filtered, washed well with cooled chloroform to obtain the desired product at a yield of 62%. The product had m.p. of 157° C., and was confirmed by NMR, Mass spectra. Starting materials: C(C)OC(C=CC1CCN(CC1)C(=O)OC(C)(C)C)=O (t-butyl 4-(3-ethoxy-3-oxoprop-1-enyl)-tetrahydropyridine-1(2H)-carboxylate), [H][H] (hydrogen). The reagents and catalysts are [Pd] (palladium-on-carbon). The solvent is C(C)O (ethanol). The product is C(C)OC(CCC1CCN(CC1)C(=O)OC(C)(C)C)=O (t-butyl 4-(3-ethoxy-3-oxopropyl)tetrahydropyridine-1(2H)-carboxylate). Isolated yield 69.5%. As a reaction SMILES: [CH2:1]([O:3][C:4](=[O:20])[CH:5]=[CH:6][CH:7]1[CH2:12][CH2:11][N:10]([C:13]([O:15][C:16]([CH3:19])([CH3:18])[CH3:17])=[O:14])[CH2:9][CH2:8]1)[CH3:2].[H][H]>C(O)C.[Pd]>[CH2:1]([O:3][C:4](=[O:20])[CH2:5][CH2:6][CH:7]1[CH2:8][CH2:9][N:10]([C:13]([O:15][C:16]([CH3:19])([CH3:18])[CH3:17])=[O:14])[CH2:11][CH2:12]1)[CH3:2]. Procedure details: To a solution of 1.0 g of t-butyl 4-(3-ethoxy-3-oxoprop-1-enyl)-tetrahydropyridine-1(2H)-carboxylate (cf. WO9501336) in 20 ml of ethanol, 300 mg of 10% palladium-on-carbon catalyst, and stirred for 3 hours in a hydrogen atmosphere, at ambient temperature and pressure. After filtering the catalyst off, the solvent was distilled off under reduced pressure to provide 700 mg of the title compound.